Dataset: the Open Reaction Database (ORD), a public repository of structured organic reaction records. Task: describe an organic reaction: reactants, conditions, products, and yield Starting materials: COC=1C=C(C=CC1)[C@@]12CCN(C[C@@H]2CC=C(C1)C1=CC=CC=C1)C ((±)-trans4a-(3-methoxyphenyl)-2-methyl-6-phenyl-1,2,3,4,4a,5,8,8a-octahydroisoquinoline), [B] (boron), ice, [NH4+].[OH-] (NH4OH). Run in C(Cl)(Cl)Cl (CHCl3), C(Cl)(Cl)Cl (CHCl3). Conditions: time 20 minute. Product: OC=1C=C(C=CC1)[C@@]12CCN(C[C@@H]2CC=C(C1)C1=CC=CC=C1)C ((±)-trans-4a-(3-Hydroxyphenyl)-2-methyl-6-phenyl-1,2,3,4,4a,5,8,8a-octahydroisoquinoline). Yield: 39.1%. As a reaction SMILES: [B].C[O:3][C:4]1[CH:5]=[C:6]([C@@:10]23[CH2:19][C:18]([C:20]4[CH:25]=[CH:24][CH:23]=[CH:22][CH:21]=4)=[CH:17][CH2:16][C@H:15]2[CH2:14][N:13]([CH3:26])[CH2:12][CH2:11]3)[CH:7]=[CH:8][CH:9]=1.[NH4+].[OH-]>C(Cl)(Cl)Cl>[OH:3][C:4]1[CH:5]=[C:6]([C@@:10]23[CH2:19][C:18]([C:20]4[CH:21]=[CH:22][CH:23]=[CH:24][CH:25]=4)=[CH:17][CH2:16][C@H:15]2[CH2:14][N:13]([CH3:26])[CH2:12][CH2:11]3)[CH:7]=[CH:8][CH:9]=1 |f:2.3|. Procedure details: 2.7 ml (29 mmol) of boron uibromide were dissolved in 85 ml of dry CHCl3 under a nitrogen atmosphere. 1.6 g (4.8 mmol) of (±)-trans4a-(3-methoxyphenyl)-2-methyl-6-phenyl-1,2,3,4,4a,5,8,8a-octahydroisoquinoline dissolved in 17 ml of dry CHCl3 were added dropwise at room temperature. After 2 h the reaction mixture was poured onto 85 g of crushed ice containing 8.5 ml of conc. NH4OH and stirred 20 min. The phases were separated, the organic phase was dried over Na2SO4 and the solvent removed in vac...